This data is from the Open Reaction Database (ORD), a public repository of structured organic reaction records. The task is: describe an organic reaction: reactants, conditions, products, and yield The reactants are N1(CCOCC1)C=1N=C(NC(C1)=O)CC(=O)[O-].[Na+] (sodium [4-(morpholin-4-yl)-6-oxo-1,6-dihydropyrimidin-2-yl]acetate), NC=1C=NC=CC1 (3-aminopyridine). The product is N1(CCOCC1)C=1N=C(NC(C1)=O)CC(=O)NC=1C=NC=CC1 (2-[4-(morpholin-4-yl)-6-oxo-1,6-dihydropyrimidin-2-yl]-N-(pyridin-3-yl)acetamide). The yield is 55.7%. Reaction SMILES: [N:1]1([C:7]2[N:8]=[C:9]([CH2:14][C:15]([O-:17])=O)[NH:10][C:11](=[O:13])[CH:12]=2)[CH2:6][CH2:5][O:4][CH2:3][CH2:2]1.[Na+].[NH2:19][C:20]1[CH:21]=[N:22][CH:23]=[CH:24][CH:25]=1>>[N:1]1([C:7]2[N:8]=[C:9]([CH2:14][C:15]([NH:19][C:20]3[CH:21]=[N:22][CH:23]=[CH:24][CH:25]=3)=[O:17])[NH:10][C:11](=[O:13])[CH:12]=2)[CH2:2][CH2:3][O:4][CH2:5][CH2:6]1 |f:0.1|. Reported procedure: The product is prepared according to the procedure described in Example 5, using 250 mg of sodium [4-(morpholin-4-yl)-6-oxo-1,6-dihydropyrimidin-2-yl]acetate and 427 mg of 3-aminopyridine in place of the 2,4-difluoroaniline. 168 mg of 2-[4-(morpholin-4-yl)-6-oxo-1,6-dihydropyrimidin-2-yl]-N-(pyridin-3-yl)acetamide are obtained in the form of a white solid, the characteristics of which are the following: